From a dataset of the Open Reaction Database (ORD), a public repository of structured organic reaction records. describe an organic reaction: reactants, conditions, products, and yield Starting materials: ClC=1C=CC2=C(C(C(O2)=O)C2=CC=CC=C2)C1 (5-chloro-2,3-dihydro-2-oxo-3-phenylbenzofuran), [H-].[Na+] (sodium hydride), crystals, BrCC(=O)OCC (ethyl bromoacetate). Solvent: CN(C=O)C (dimethylformamide), CN(C=O)C (dimethylformamide). Run at temperature 20 celsius, time 1 hour. Product: C(C)OC(CC1(C(OC2=C1C=C(C=C2)Cl)=O)C2=CC=CC=C2)=O (2-(5-Chloro-2,3-dihydro-2-oxo-3-phenyl-3-benzofuranyl)acetic acid ethyl ester). As a reaction SMILES: [Cl:1][C:2]1[CH:3]=[CH:4][C:5]2[O:9][C:8](=[O:10])[CH:7]([C:11]3[CH:16]=[CH:15][CH:14]=[CH:13][CH:12]=3)[C:6]=2[CH:17]=1.[H-].[Na+].Br[CH2:21][C:22]([O:24][CH2:25][CH3:26])=[O:23]>CN(C)C=O>[CH2:25]([O:24][C:22](=[O:23])[CH2:21][C:7]1([C:11]2[CH:16]=[CH:15][CH:14]=[CH:13][CH:12]=2)[C:6]2[CH:17]=[C:2]([Cl:1])[CH:3]=[CH:4][C:5]=2[O:9][C:8]1=[O:10])[CH3:26] |f:1.2|. Procedure details: A solution of 42.8 mmol of 5-chloro-2,3-dihydro-2-oxo-3-phenylbenzofuran in 50 ml of anhydrous dimethylformamide is added at room temperature to a suspension of 42.8 mmol of sodium hydride in 20 ml of anhydrous dimethylformamide. The mixture is stirred for one hour at 20° C. and 42.8 mmol of ethyl bromoacetate are added. The mixture is stirred for 12 hours at 20° C., the medium concentrated under vacuum, the residue taken up in 200 ml of 1% strength hydrochloric acid solution, the aqueous phase ... The reactants are Cl.N[C@@H]1CC[C@H](CC1)NC(=O)C1=C(NC2=C1N=CN=C2C2=C(C=CC(=C2)C(F)(F)F)OCC2CC2)C (N-(trans-4-aminocyclohexyl)-4-[2-(cyclopropylmethoxy)-5-(trifluoromethyl)phenyl]-6-methyl-5H-pyrrolo[3,2-d]pyrimidine-7-carboxamide hydrochloride), C(C)(=O)O[C@H](C(=O)Cl)C ((2S)-1-chloro-1-oxopropan-2-yl acetate). The product is C1(CC1)COC1=C(C=C(C=C1)C(F)(F)F)C=1C2=C(N=CN1)C(=C(N2)C)C(=O)N[C@@H]2CC[C@H](CC2)NC([C@H](C)O)=O (4-[2-(Cyclopropylmethoxy)-5-(trifluoromethyl)phenyl]-N-(trans-4-{[(2S)-2-hydroxypropanoyl]amino}cyclohexyl)-6-methyl-5H-pyrrolo[3,2-d]pyrimidine-7-carboxamide). As a reaction SMILES: Cl.[NH2:2][C@H:3]1[CH2:8][CH2:7][C@H:6]([NH:9][C:10]([C:12]2[C:16]3[N:17]=[CH:18][N:19]=[C:20]([C:21]4[CH:26]=[C:25]([C:27]([F:30])([F:29])[F:28])[CH:24]=[CH:23][C:22]=4[O:31][CH2:32][CH:33]4[CH2:35][CH2:34]4)[C:15]=3[NH:14][C:13]=2[CH3:36])=[O:11])[CH2:5][CH2:4]1.C([O:40][C@@H:41]([CH3:45])[C:42](Cl)=[O:43])(=O)C>>[CH:33]1([CH2:32][O:31][C:22]2[CH:23]=[CH:24][C:25]([C:27]([F:30])([F:29])[F:28])=[CH:26][C:21]=2[C:20]2[C:15]3[NH:14][C:13]([CH3:36])=[C:12]([C:10]([NH:9][C@H:6]4[CH2:7][CH2:8][C@H:3]([NH:2][C:42](=[O:43])[C@@H:41]([OH:40])[CH3:45])[CH2:4][CH2:5]4)=[O:11])[C:16]=3[N:17]=[CH:18][N:19]=2)[CH2:34][CH2:35]1 |f:0.1|. Reported procedure: Starting from N-(trans-4-aminocyclohexyl)-4-[2-(cyclopropylmethoxy)-5-(trifluoromethyl)phenyl]-6-methyl-5H-pyrrolo[3,2-d]pyrimidine-7-carboxamide hydrochloride (example D.f32) and commercially available (2S)-1-chloro-1-oxopropan-2-yl acetate the title compound is obtained as colorless solid. The reactants are C(C1=CC=CC=C1)OC(=O)N1C[C@@H]2O[C@@]2(CC1)CC1=CC=CC=C1 ((1S,6R)-6-benzyl-7-oxa-3-aza-bicyclo[4.1.0]heptane-3-carboxylic acid benzyl ester), OS(=O)(=O)O (H2SO4). Solvent: C1CCOC1 (THF). Reaction conditions: time 16 hour. The product is C(C1=CC=CC=C1)OC(=O)N1C[C@@H]([C@](CC1)(O)CC1=CC=CC=C1)O ((3S,4S)-4-benzyl-3,4-dihydroxy-piperidine-1-carboxylic acid benzyl ester). RXN SMILES: [CH2:1]([O:8][C:9]([N:11]1[CH2:17][CH2:16][C@:15]2([CH2:18][C:19]3[CH:24]=[CH:23][CH:22]=[CH:21][CH:20]=3)[C@@H:13]([O:14]2)[CH2:12]1)=[O:10])[C:2]1[CH:7]=[CH:6][CH:5]=[CH:4][CH:3]=1.[OH:25]S(O)(=O)=O>C1COCC1>[CH2:1]([O:8][C:9]([N:11]1[CH2:17][CH2:16][C@:15]([CH2:18][C:19]2[CH:24]=[CH:23][CH:22]=[CH:21][CH:20]=2)([OH:14])[C@@H:13]([OH:25])[CH2:12]1)=[O:10])[C:2]1[CH:7]=[CH:6][CH:5]=[CH:4][CH:3]=1. Reported procedure: To a solution of 37.6 g (116 mmol) of (1R,6S) and (1S,6R)-6-benzyl-7-oxa-3-aza-bicyclo[4.1.0]heptane-3-carboxylic acid benzyl ester in 170 ml THF were added 37 ml H2SO4 (10%). The reaction mixture was stirred for 16 hours and then concentrated under reduced pressure. The residue was dissolved in ethyl acetate and extracted with sat. NaHCO3. The aqueous phase was extracted twice with ethyl acetate and the combined organic layers were washed with sat. NaHCO3, dried over MgSO4 and the solvent was r... The reactants are C(C)(C)(C)OC(=O)N1CCC2=C(CC1)C(=C(C=C2)Cl)SC(N(C)C)=O (3-tert-butoxycarbonyl-7-chloro-6-dimethylcarbamoylthio-2,3,4,5-tetrahydro-1H-benzo[d]azepine), Br.BrCC=1C=NC=CC1 (3-(bromomethyl)pyridine hydrobromide). Product: Cl.ClC1=C(C2=C(CCNCC2)C=C1)SCC=1C=NC=CC1 (7-Chloro-6-(pyridin-3-ylmethylthio)-2,3,4,5-tetrahydro-1H-benzo[d]azepine Hydrochloride). Reaction SMILES: C(OC([N:8]1[CH2:14][CH2:13][C:12]2[C:15]([S:20][C:21](=O)N(C)C)=[C:16]([Cl:19])[CH:17]=[CH:18][C:11]=2[CH2:10][CH2:9]1)=O)(C)(C)C.Br.BrC[C:29]1[CH:30]=[N:31][CH:32]=[CH:33][CH:34]=1>>[ClH:19].[Cl:19][C:16]1[CH:17]=[CH:18][C:11]2[CH2:10][CH2:9][NH:8][CH2:14][CH2:13][C:12]=2[C:15]=1[S:20][CH2:21][C:29]1[CH:30]=[N:31][CH:32]=[CH:33][CH:34]=1 |f:1.2,3.4|. Procedure details: Use a method similar to the Example 347, using 3-tert-butoxycarbonyl-7-chloro-6-dimethylcarbamoylthio-2,3,4,5-tetrahydro-1H-benzo[d]azepine and 3-(bromomethyl)pyridine hydrobromide to give, after deprotection by a method similar to the General Procedure 1-4, the title compound as a white solid. MS (ES+) m/z: 305 (M+H)+. Starting materials: ClC1=C(C(=NC(=N1)C1=CC(=NC=C1)C(=N)NN)NS(=O)(=O)C1=NC=C(C=C1)C)OC1=C(C=CC=C1)OC (5-methyl-pyridine-2-sulfonic acid [6-chloro-2-[2-(hydrazino-imino-methyl)-pyridine-4-yl]-5-(2-methoxy-phenoxy)-pyrimidine-4-yl]-amide), CN(C=O)C (N,N-dimethyl formamide), N(=O)[O-].[Na+] (sodium nitrite), Cl (hydrochloric acid). Solvent: O (water), O (water). Run at temperature 20 celsius, time 1.5 hour. Yields the product ClC1=C(C(=NC(=N1)C1=CC(=NC=C1)C1=NN=NN1)NS(=O)(=O)C1=NC=C(C=C1)C)OC1=C(C=CC=C1)OC (5-methyl-pyridine-2-sulfonic acid [6-chloro-5-(2-methoxy-phenoxy)-2-[2-(1H-tetrazole-5-yl)-pyridine-4-yl]-pyrimidine-4-yl]-amide). Isolated yield 92.0%. RXN SMILES: [Cl:1][C:2]1[N:7]=[C:6]([C:8]2[CH:13]=[CH:12][N:11]=[C:10]([C:14]([NH:16][NH2:17])=[NH:15])[CH:9]=2)[N:5]=[C:4]([NH:18][S:19]([C:22]2[CH:27]=[CH:26][C:25]([CH3:28])=[CH:24][N:23]=2)(=[O:21])=[O:20])[C:3]=1[O:29][C:30]1[CH:35]=[CH:34][CH:33]=[CH:32][C:31]=1[O:36][CH3:37].C[N:39](C)C=O.Cl.N([O-])=O.[Na+]>O>[Cl:1][C:2]1[N:7]=[C:6]([C:8]2[CH:13]=[CH:12][N:11]=[C:10]([C:14]3[NH:15][N:39]=[N:17][N:16]=3)[CH:9]=2)[N:5]=[C:4]([NH:18][S:19]([C:22]2[CH:27]=[CH:26][C:25]([CH3:28])=[CH:24][N:23]=2)(=[O:21])=[O:20])[C:3]=1[O:29][C:30]1[CH:35]=[CH:34][CH:33]=[CH:32][C:31]=1[O:36][CH3:37] |f:3.4|. Procedure: 20 g (37 mmol) of 5-methyl-pyridine-2-sulfonic acid [6-chloro-2-[2-(hydrazino-imino-methyl)-pyridine-4-yl]-5-(2-methoxy-phenoxy)-pyrimidine-4-yl]-amide were added to 160 ml of N,N-dimethyl formamide. To this solution was added dropwise 23 ml of 6 N aqueous hydrochloric acid at a temperature of 15° C. Then a solution containing 5.1 g (74 mmol) of sodium nitrite in 20 ml de-ionized water was added slowly. The reaction mixture was allowed to warm up to 20° C. and was stirred for 1.5 hr. Then 160 ml...